This data is from the Open Reaction Database (ORD), a public repository of structured organic reaction records. The task is: describe an organic reaction: reactants, conditions, products, and yield Procedure details: A solution of 3.13 g (0.01 mole) of 2-bromo-4'-chloro-3'-sulfamoylacetophenone in 50 ml of acetone is added to a solution of 1.66 g (0.01 mole) of 3-methyl-1-phenylthiourea in 100 ml of acetone, whilst stirring with a magnetic stirrer; during this addition the reaction temperature should not rise above 30° C. After stirring for 5 hours at room temperature, the crystals are filtered off. Melting point 164° C. (with decomposition). Run in CC(=O)C (acetone), CC(=O)C (acetone). Starting materials: BrCC(=O)C1=CC(=C(C=C1)Cl)S(N)(=O)=O (2-bromo-4'-chloro-3'-sulfamoylacetophenone), CNC(NC1=CC=CC=C1)=S (3-methyl-1-phenylthiourea). RXN SMILES: [Br:1][CH2:2][C:3]([C:5]1[CH:10]=[CH:9][C:8]([Cl:11])=[C:7]([S:12](=[O:15])(=[O:14])[NH2:13])[CH:6]=1)=[O:4].[CH3:16][NH:17][C:18](=[S:26])[NH:19][C:20]1[CH:25]=[CH:24][CH:23]=[CH:22][CH:21]=1>CC(C)=O>[BrH:1].[Cl:11][C:8]1[CH:9]=[CH:10][C:5]([C:3]2([OH:4])[CH2:2][S:26][C:18](=[N:19][C:20]3[CH:21]=[CH:22][CH:23]=[CH:24][CH:25]=3)[N:17]2[CH3:16])=[CH:6][C:7]=1[S:12](=[O:15])(=[O:14])[NH2:13] |f:3.4|. The product is Br.ClC1=C(C=C(C=C1)C1(N(C(SC1)=NC1=CC=CC=C1)C)O)S(N)(=O)=O (4-(4-Chloro-3-sulfamoylphenyl)-3-methyl-2-phenyliminothiazolidin-4-ol hydrobromide).